The task is: describe an organic reaction: reactants, conditions, products, and yield. This data is from the Open Reaction Database (ORD), a public repository of structured organic reaction records. The reactants are C1(CCCC1)C1=C(C=C(COC2=CC=3C(=C4N(C3C=C2)CCC4CC(=O)OC(C)(C)C)C4CCC4)C=C1)C(F)(F)F (tert-Butyl 2-(7-(4-cyclopentyl-3-(trifluoromethyl)benzyloxy)-9-cyclobutyl-2,3-dihydro-1H-pyrrolo[1,2-a]indol-1-yl)acetate), NC(C(=O)O)CS (2-amino-3-mercaptopropanoic acid), ice water. Solvent: C(=O)(C(F)(F)F)O (TFA). Run at temperature 23 celsius, time 15 minute. Product: C1(CCC1)C1=C2N(C=3C=CC(=CC13)OCC1=CC(=C(C=C1)C1CCCC1)C(F)(F)F)CCC2CC(=O)O (2-(9-Cyclobutyl-7-(4-cyclopentyl-3-(trifluoromethyl)benzyloxy)-2,3-dihydro-1H-pyrrolo[1,2-a]indol-1-yl)acetic Acid). Isolated yield 42.2%. Reaction SMILES: [CH:1]1([C:6]2[CH:37]=[CH:36][C:9]([CH2:10][O:11][C:12]3[CH:20]=[CH:19][C:18]4[N:17]5[CH2:21][CH2:22][CH:23]([CH2:24][C:25]([O:27]C(C)(C)C)=[O:26])[C:16]5=[C:15]([CH:32]5[CH2:35][CH2:34][CH2:33]5)[C:14]=4[CH:13]=3)=[CH:8][C:7]=2[C:38]([F:41])([F:40])[F:39])[CH2:5][CH2:4][CH2:3][CH2:2]1.NC(CS)C(O)=O>C(O)(C(F)(F)F)=O>[CH:32]1([C:15]2[C:14]3[CH:13]=[C:12]([O:11][CH2:10][C:9]4[CH:36]=[CH:37][C:6]([CH:1]5[CH2:2][CH2:3][CH2:4][CH2:5]5)=[C:7]([C:38]([F:41])([F:40])[F:39])[CH:8]=4)[CH:20]=[CH:19][C:18]=3[N:17]3[CH2:21][CH2:22][CH:23]([CH2:24][C:25]([OH:27])=[O:26])[C:16]=23)[CH2:35][CH2:34][CH2:33]1. Procedure details: tert-Butyl 2-(7-(4-cyclopentyl-3-(trifluoromethyl)benzyloxy)-9-cyclobutyl-2,3-dihydro-1H-pyrrolo[1,2-a]indol-1-yl)acetate (17.2 mg, 0.031 mmol) was added to a solution of 2-amino-3-mercaptopropanoic acid (3.76 mg, 0.031 mmol) in TFA (1 mL) and were stirred at 23° C. for 15 min in a 20 mL sealed scintillation vial. After 15 min, the reaction mixture was poured into about 4 mL of ice water. The product precipitated and was collected by vacuum filtration. The solid was washed with n-hexane (3×5 mL)... Starting materials: CCO, [Na+], [OH-], CCOC(=O)COc1cccc(-c2n[nH]c3c2Cc2ccccc2-3)c1. Yields the product O=C(O)COc1cccc(-c2n[nH]c3c2Cc2ccccc2-3)c1. Reaction SMILES: [CH3:28][CH2:29][OH:30].[Na+:27].[OH-:26].[nH:1]1[n:2][c:3](-[c:13]2[cH:14][c:15]([O:16][CH2:17][C:18](=[O:19])[O:20][CH2:21][CH3:22])[cH:23][cH:24][cH:25]2)[c:4]2[c:5]1-[c:6]1[cH:7][cH:8][cH:9][cH:10][c:11]1[CH2:12]2>>[nH:1]1[n:2][c:3](-[c:13]2[cH:14][c:15]([O:16][CH2:17][C:18](=[O:19])[OH:20])[cH:23][cH:24][cH:25]2)[c:4]2[c:5]1-[c:6]1[cH:7][cH:8][cH:9][cH:10][c:11]1[CH2:12]2. The reactants are C[Si](C1=CC=C(C=C)C=C1)(C)C (p-trimethylsilylstyrene), aromatic ring, C=CC1=CC=CC=C1 (styrene), carbons. Yields the product C[Si](C1=CC=C(C=C)C=C1)(C)C.C=CC1=CC=CC=C1 (p-trimethylsilylstyrene styrene). Reaction SMILES: [CH3:1][Si:2]([CH3:12])([CH3:11])[C:3]1[CH:10]=[CH:9][C:6]([CH:7]=[CH2:8])=[CH:5][CH:4]=1.[CH2:13]=[CH:14][C:15]1[CH:20]=[CH:19][CH:18]=[CH:17][CH:16]=1>>[CH3:12][Si:2]([CH3:1])([CH3:11])[C:3]1[CH:10]=[CH:9][C:6]([CH:7]=[CH2:8])=[CH:5][CH:4]=1.[CH2:13]=[CH:14][C:15]1[CH:20]=[CH:19][CH:18]=[CH:17][CH:16]=1 |f:2.3|. Procedure: Copolymerization was carried out in the same manner as Example 7 by varying the feed ratio of p-trimethylsilylstyrene to styrene. The composition of the copolymer thus obtained was calculated in 13C-NMR analysis from the ratio of peak area at around 145 ppm to that at around 146 ppm. The results are given in Table 2. Also as a result of 13C-NMR analysis, a sharp peak assignable to quaternary carbons of aromatic ring was observed at around 146 ppm, demonstrating the syndiotactic configuration. Starting materials: COC(C1=CC(=CC(=C1)OCCCCCCCCCCCCCCCCCC)N)=O (3-amino-5-(octadecyloxy)benzoic acid methyl ester), BrCC(=O)OCC1=CC=CC=C1 (benzyl bromoacetate), CN(C1=CC=CC2=CC=CC(=C12)N(C)C)C (1,8-bis(dimethylamino)naphthalene), [Na] (sodium). Solvent: CN(C)C=O (DMF), C(C)#N (acetonitrile). Yields the product C1(=CC=CC=C1)COC(CN(CC(OCC1=CC=CC=C1)=O)C1=CC(=CC(=C1)OCCCCCCCCCCCCCCCCCC)C(=O)OC)=O (N-[3-(methoxycarbonyl)-5-(octadecyloxy)phenyl]-N-[2-oxo-2-(phenylmethoxy) ethyl]glycine phenylmethyl ester). Isolated yield 93.8%. RXN SMILES: [CH3:1][O:2][C:3](=[O:30])[C:4]1[CH:9]=[C:8]([O:10][CH2:11][CH2:12][CH2:13][CH2:14][CH2:15][CH2:16][CH2:17][CH2:18][CH2:19][CH2:20][CH2:21][CH2:22][CH2:23][CH2:24][CH2:25][CH2:26][CH2:27][CH3:28])[CH:7]=[C:6]([NH2:29])[CH:5]=1.Br[CH2:32][C:33]([O:35][CH2:36][C:37]1[CH:42]=[CH:41][CH:40]=[CH:39][CH:38]=1)=[O:34].CN(C)[C:45]1[C:54]2[C:49](=[CH:50][CH:51]=[CH:52][C:53]=2N(C)C)C=CC=1.[Na]>CN(C=O)C.C(#N)C>[C:37]1([CH2:36][O:35][C:33](=[O:34])[CH2:32][N:29]([C:6]2[CH:7]=[C:8]([O:10][CH2:11][CH2:12][CH2:13][CH2:14][CH2:15][CH2:16][CH2:17][CH2:18][CH2:19][CH2:20][CH2:21][CH2:22][CH2:23][CH2:24][CH2:25][CH2:26][CH2:27][CH3:28])[CH:9]=[C:4]([C:3]([O:2][CH3:1])=[O:30])[CH:5]=2)[CH2:4][C:3](=[O:2])[O:30][CH2:45][C:54]2[CH:49]=[CH:50][CH:51]=[CH:52][CH:53]=2)[CH:42]=[CH:41][CH:40]=[CH:39][CH:38]=1 |^1:58|. Reported procedure: A mixture of 3.25 g (7.74 mmol) of 3-amino-5-(octadecyloxy)benzoic acid methyl ester, 3.7 ml (23 mmol) of benzyl bromoacetate, 4.2 g (19.4 mmol) of 1,8-bis(dimethylamino)naphthalene and 0.3 g (2.2 mmol) of sodium iodidein 65 ml of acetonitrile and 20 ml of DMF was stirred and heated at reflux under argon for 48 hours. The reaction mixture was concentrated at reducedpressure and ethyl acetate was added to the residue. The extract was washedwith 0.05N HCl, with saturated NaHCO3 solution, dried and...